This data is from the Open Reaction Database (ORD), a public repository of structured organic reaction records. The task is: describe an organic reaction: reactants, conditions, products, and yield The product is COC(=O)c1nc(C(F)(F)F)n2c1C(C)N(C(=O)CC(Cc1cc(F)c(F)cc1F)NC(=O)OC(C)(C)C)CC2. Reaction SMILES: [C:20]([CH3:21])([CH3:22])([CH3:23])[O:24][C:25](=[O:26])[NH:27][CH:28]([CH2:29][C:30](=[O:31])[OH:32])[CH2:33][c:34]1[c:35]([F:42])[cH:36][c:37]([F:41])[c:38]([F:40])[cH:39]1.[CH3:2][O:3][C:4](=[O:5])[c:6]1[n:7][c:8]([C:16]([F:17])([F:18])[F:19])[n:9]2[c:10]1[CH:11]([CH3:15])[NH:12][CH2:13][CH2:14]2.[Cl:43][CH2:44][Cl:45].[ClH:1]>>[CH3:2][O:3][C:4](=[O:5])[c:6]1[n:7][c:8]([C:16]([F:17])([F:18])[F:19])[n:9]2[c:10]1[CH:11]([CH3:15])[N:12]([C:30]([CH2:29][CH:28]([NH:27][C:25]([O:24][C:20]([CH3:21])([CH3:22])[CH3:23])=[O:26])[CH2:33][c:34]1[c:35]([F:42])[cH:36][c:37]([F:41])[c:38]([F:40])[cH:39]1)=[O:31])[CH2:13][CH2:14]2. Starting materials: CC(C)(C)OC(=O)NC(CC(=O)O)Cc1cc(F)c(F)cc1F, COC(=O)c1nc(C(F)(F)F)n2c1C(C)NCC2, ClCCl, Cl.